Dataset: the Open Reaction Database (ORD), a public repository of structured organic reaction records. Task: describe an organic reaction: reactants, conditions, products, and yield Reactants: BrB(Br)Br, ClCCl, COc1cc(CC#N)ccc1Cl. Yields the product N#CCc1ccc(Cl)c(O)c1. Reaction SMILES: [B:1]([Br:2])([Br:3])[Br:4].[Cl:17][CH2:18][Cl:19].[Cl:5][c:6]1[c:7]([O:15][CH3:16])[cH:8][c:9]([CH2:12][C:13]#[N:14])[cH:10][cH:11]1>>[Cl:5][c:6]1[c:7]([OH:15])[cH:8][c:9]([CH2:12][C:13]#[N:14])[cH:10][cH:11]1.